This data is from the Open Reaction Database (ORD), a public repository of structured organic reaction records. The task is: describe an organic reaction: reactants, conditions, products, and yield Reactants: OC1=C2N(C3=C(N(C1=O)C1=CC=CC=C1)C=C(C=C3)Cl)C(N=N2)=O (4-hydroxy-8-chloro-6-phenyl-1H-s-triazolo[4,3-a] [1,5]benzodiazepine-1,5-dione), C(C)(=O)OC(C)=O (acetic anhydride). Run in N1=CC=CC=C1 (pyridine), C(Cl)Cl (methylene chloride). Conditions: time 10 hour. Product: C(C)(=O)OC1=C2N(C3=C(N(C1=O)C1=CC=CC=C1)C=C(C=C3)Cl)C(N=N2)=O (4-acetoxy-8-chloro-6-phenyl-1H-s-triazolo[4,3-a] [1,5]benzodiazepine-1,5-dione). RXN SMILES: [OH:1][C:2]1[C:8](=[O:9])[N:7]([C:10]2[CH:15]=[CH:14][CH:13]=[CH:12][CH:11]=2)[C:6]2[CH:16]=[C:17]([Cl:20])[CH:18]=[CH:19][C:5]=2[N:4]2[C:21](=[O:24])[N:22]=[N:23][C:3]=12.[C:25](OC(=O)C)(=[O:27])[CH3:26]>N1C=CC=CC=1.C(Cl)Cl>[C:25]([O:1][C:2]1[C:8](=[O:9])[N:7]([C:10]2[CH:11]=[CH:12][CH:13]=[CH:14][CH:15]=2)[C:6]2[CH:16]=[C:17]([Cl:20])[CH:18]=[CH:19][C:5]=2[N:4]2[C:21](=[O:24])[N:22]=[N:23][C:3]=12)(=[O:27])[CH3:26]. Procedure: 3.4 g of 4-hydroxy-8-chloro-6-phenyl-1H-s-triazolo[4,3-a] [1,5]benzodiazepine-1,5-dione and 1.0 g of acetic anhydride in 10 ml of pyridine are warmed in a steam bath for 0.2 hour and stirred at room temperature for 10 hours. The reaction mixture is cooled, diluted with 100 ml of methylene chloride and washed with 100 ml water containing 0.84 g sodium bicarbonate. The organic phase is washed four times with water, dried and evaporated. The residue is triturated with a minimum amount of ether and ... The reactants are C1(=CC=C(C=C1)S(=O)(=O)OCC1CCN2C(=NC3=C2C=CC=C3)S1)C (3,4-dihydro-2-p-toluenesulfonyloxymethyl-2H-(1,3)-thiazino[3,2-a]benzimidazole), C(CC)NCCC (di-n-propylamine), O1CCOCC1 (dioxane). Solvent: O (Water). Product: C(CC)N(CCC)CC1CCN2C(=NC3=C2C=CC=C3)S1 (3,4-Dihydro-2-dipropylaminomethyl-2H-(1,3)-thiazino[3,2-a]benzimidazole). Isolated yield 14.3%. Reaction SMILES: C1(C)C=CC(S(O[CH2:11][CH:12]2[S:24][C:16]3=[N:17][C:18]4[CH:23]=[CH:22][CH:21]=[CH:20][C:19]=4[N:15]3[CH2:14][CH2:13]2)(=O)=O)=CC=1.[CH2:26]([NH:29][CH2:30][CH2:31][CH3:32])[CH2:27][CH3:28].O1CCOCC1>O>[CH2:26]([N:29]([CH2:11][CH:12]1[S:24][C:16]2=[N:17][C:18]3[CH:23]=[CH:22][CH:21]=[CH:20][C:19]=3[N:15]2[CH2:14][CH2:13]1)[CH2:30][CH2:31][CH3:32])[CH2:27][CH3:28]. Procedure details: To 1.12 g of 3,4-dihydro-2-p-toluenesulfonyloxymethyl-2H-(1,3)-thiazino[3,2-a]benzimidazole were added 4 ml of di-n-propylamine and 20 ml of dioxane. The mixture was reacted in a sealed tube, at 120° C. and for 67 hours. After cooling down the temperature of the reaction mixture, it was condensed under reduced pressure. Water was added to the condensed reaction mixture,followed by an extraction with chloroform and dried over anhydrous magnesium sulfate. Chloroform was evaporated under reduced pr... The reactants are C1CNCCN1, C#CCCOS(=O)(=O)c1ccc(C)cc1, CCO. Product: C#CCCN1CCNCC1. As a reaction SMILES: [CH2:16]1[CH2:17][NH:18][CH2:19][CH2:20][NH:21]1.[CH3:1][c:2]1[cH:3][cH:4][c:5]([S:6]([O:7][CH2:12][CH2:13][C:14]#[CH:15])(=[O:8])=[O:9])[cH:10][cH:11]1.[CH3:22][CH2:23][OH:24]>>[CH2:12]([CH2:13][C:14]#[CH:15])[N:18]1[CH2:17][CH2:16][NH:21][CH2:20][CH2:19]1. The reactants are OCCCCCCCCCBr, CC(C)(C)[Si](C)(C)Cl, ClCCl, c1c[nH]cn1. Product: CC(C)(C)[Si](C)(C)OCCCCCCCCCBr. Reaction SMILES: [Br:9][CH2:10][CH2:11][CH2:12][CH2:13][CH2:14][CH2:15][CH2:16][CH2:17][CH2:18][OH:19].[C:1]([CH3:2])([CH3:3])([CH3:4])[Si:5]([CH3:6])([CH3:7])[Cl:8].[Cl:25][CH2:26][Cl:27].[nH:20]1[cH:21][cH:22][n:23][cH:24]1>>[C:1]([CH3:2])([CH3:3])([CH3:4])[Si:5]([CH3:6])([CH3:7])[O:19][CH2:18][CH2:17][CH2:16][CH2:15][CH2:14][CH2:13][CH2:12][CH2:11][CH2:10][Br:9]. The reactants are C(C1=CC=CC=C1)(=O)NC=1C=C(C=CC1Cl)NC(C1=CN=C(C=C1)CBr)=O (N-(3-benzamido-4-chlorophenyl)-6-(bromomethyl)nicotinamide), N1CCOCC1 (morpholine). Reaction SMILES: [C:1]([NH:9][C:10]1[CH:11]=[C:12]([NH:17][C:18](=[O:27])[C:19]2[CH:24]=[CH:23][C:22]([CH2:25]Br)=[N:21][CH:20]=2)[CH:13]=[CH:14][C:15]=1[Cl:16])(=[O:8])[C:2]1[CH:7]=[CH:6][CH:5]=[CH:4][CH:3]=1.[NH:28]1[CH2:33][CH2:32][O:31][CH2:30][CH2:29]1>>[C:1]([NH:9][C:10]1[CH:11]=[C:12]([NH:17][C:18](=[O:27])[C:19]2[CH:24]=[CH:23][C:22]([CH2:25][N:28]3[CH2:33][CH2:32][O:31][CH2:30][CH2:29]3)=[N:21][CH:20]=2)[CH:13]=[CH:14][C:15]=1[Cl:16])(=[O:8])[C:2]1[CH:7]=[CH:6][CH:5]=[CH:4][CH:3]=1. Procedure details: N-(3-benzamido-4-chlorophenyl)-6-(bromomethyl)nicotinamide (0.11 mmol) was used in general procedure 5 with morpholine (0.12 mmol). The product was purified by RP-HPLC to give N-(3-benzamido-4-chlorophenyl)-6-(morpholinomethyl)nicotinamide. MS (Q1) 450.0 (M)+ The product is C(C1=CC=CC=C1)(=O)NC=1C=C(C=CC1Cl)NC(C1=CN=C(C=C1)CN1CCOCC1)=O (N-(3-benzamido-4-chlorophenyl)-6-(morpholinomethyl)nicotinamide). Starting materials: CC(C)(C)OC(=O)N1CCC(OS(C)(=O)=O)CC1, ClCCN1CCOCC1, Cl, Cc1cc(Nc2nc(C(O)c3ccc(F)cc3)nc3cc(OC4CCN(C(=O)OC(C)(C)C)CC4)ccc23)n[nH]1, C1COCCO1. The product is Cc1cc(Nc2nc(C(O)c3ccc(F)cc3)nc3cc(OC4CCNCC4)ccc23)n[nH]1. Reaction SMILES: [CH3:10][S:11]([O:12][CH:13]1[CH2:14][CH2:15][N:16]([C:17]([O:18][C:19]([CH3:20])([CH3:21])[CH3:22])=[O:23])[CH2:24][CH2:25]1)(=[O:26])=[O:27].[Cl:1][CH2:2][CH2:3][N:4]1[CH2:5][CH2:6][O:7][CH2:8][CH2:9]1.[ClH:68].[F:28][c:29]1[cH:30][cH:31][c:32]([CH:35]([c:36]2[n:37][c:38]3[cH:39][c:40]([O:53][CH:54]4[CH2:55][CH2:56][N:57]([C:60]([O:61][C:62]([CH3:63])([CH3:64])[CH3:65])=[O:66])[CH2:58][CH2:59]4)[cH:41][cH:42][c:43]3[c:44]([NH:46][c:47]3[n:48][nH:49][c:50]([CH3:52])[cH:51]3)[n:45]2)[OH:67])[cH:33][cH:34]1.[O:69]1[CH2:70][CH2:71][O:72][CH2:73][CH2:74]1>>[F:28][c:29]1[cH:30][cH:31][c:32]([CH:35]([c:36]2[n:37][c:38]3[cH:39][c:40]([O:53][CH:54]4[CH2:55][CH2:56][NH:57][CH2:58][CH2:59]4)[cH:41][cH:42][c:43]3[c:44]([NH:46][c:47]3[n:48][nH:49][c:50]([CH3:52])[cH:51]3)[n:45]2)[OH:67])[cH:33][cH:34]1.